This data is from the Open Reaction Database (ORD), a public repository of structured organic reaction records. The task is: describe an organic reaction: reactants, conditions, products, and yield RXN SMILES: [C:1]12[CH:24]=[C:22]3[N:23]=[C:19]([CH:20]=[CH:21]3)[CH:18]=[C:16]3[NH:17][C:13]([CH:14]=[CH:15]3)=[CH:12][C:10]3=[N:11][C:7]([CH:8]=[CH:9]3)=[CH:6][C:4]([NH:5]1)=[CH:3][CH:2]=2.[OH-].[Na+].[C:27]1(C)C=CC=C[CH:28]=1>>[C:27]([C:3]1[CH:2]=[C:1]2[CH:24]=[C:22]3[N:23]=[C:19]([CH:18]=[C:16]4[NH:17][C:13](=[CH:12][C:10]5[CH:9]=[CH:8][C:7](=[CH:6][C:4]=1[NH:5]2)[N:11]=5)[CH:14]=[CH:15]4)[CH:20]=[CH:21]3)#[CH:28] |f:1.2|. The yield is 90.0%. Starting materials: C12=CC=C(N1)C=C1C=CC(=N1)C=C1C=CC(N1)=CC=1C=CC(N1)=C2 (porphyrin), C1(=CC=CC=C1)C (toluene), [OH-].[Na+] (sodium hydroxide), C12=CC=C(N1)C=C1C=CC(=N1)C=C1C=CC(N1)=CC=1C=CC(N1)=C2 (porphyrin), [OH-].[Na+] (sodium hydroxide). Product: C(#C)C1=C2NC(=C1)C=C1C=CC(=N1)C=C1C=CC(N1)=CC=1C=CC(N1)=C2 (mono-ethynyl porphyrin). Reported procedure: In order to obtain the deprotected ethyne, porphyrin 20 was first metalated with zinc (J. Rodriquez et al., J. Chem. Soc. Perkin Trans 11997, 709-714) under standard conditions giving porphyrin 23 (FIG. 30). Deprotection of the ethyne by refluxing with sodium hydroxide in toluene (L. Della Ciana and A. Haim, J. Heterocyclic Chem. 1984, 21, 607-608) (98% yield) gave building block 24. Demetalation of 24 with TFA (J. Lindsey et al., Tetrahedron 1994, 50, 8941-8968) afforded free base mono-ethynyl ...